The task is: describe an organic reaction: reactants, conditions, products, and yield. This data is from the Open Reaction Database (ORD), a public repository of structured organic reaction records. The reactants are O=C1C(=Nc2ccc(Br)cc2)c2ccccc2N1c1ccccc1, O=C([O-])[O-], C1CCOC1, [Na+], [Na+], c1ccc(P(c2ccccc2)(c2ccccc2)[Pd](P(c2ccccc2)(c2ccccc2)c2ccccc2)(P(c2ccccc2)(c2ccccc2)c2ccccc2)P(c2ccccc2)(c2ccccc2)c2ccccc2)cc1, OB(O)c1ccsc1. Product: O=C1C(=Nc2ccc(-c3ccsc3)cc2)c2ccccc2N1c1ccccc1. As a reaction SMILES: [Br:1][c:2]1[cH:3][cH:4][c:5]([N:8]=[C:9]2[C:10](=[O:24])[N:11]([c:18]3[cH:19][cH:20][cH:21][cH:22][cH:23]3)[c:12]3[cH:13][cH:14][cH:15][cH:16][c:17]32)[cH:6][cH:7]1.[C:33](=[O:34])([O-:35])[O-:36].[CH2:39]1[O:40][CH2:41][CH2:42][CH2:43]1.[Na+:37].[Na+:38].[cH:44]1[cH:45][cH:46][c:47]([P:48]([Pd:49]([P:50]([c:51]2[cH:52][cH:53][cH:54][cH:55][cH:56]2)([c:57]2[cH:58][cH:59][cH:60][cH:61][cH:62]2)[c:63]2[cH:64][cH:65][cH:66][cH:67][cH:68]2)([P:69]([c:70]2[cH:71][cH:72][cH:73][cH:74][cH:75]2)([c:76]2[cH:77][cH:78][cH:79][cH:80][cH:81]2)[c:82]2[cH:83][cH:84][cH:85][cH:86][cH:87]2)[P:88]([c:89]2[cH:90][cH:91][cH:92][cH:93][cH:94]2)([c:95]2[cH:96][cH:97][cH:98][cH:99][cH:100]2)[c:101]2[cH:102][cH:103][cH:104][cH:105][cH:106]2)([c:107]2[cH:108][cH:109][cH:110][cH:111][cH:112]2)[c:113]2[cH:114][cH:115][cH:116][cH:117][cH:118]2)[cH:119][cH:120]1.[s:25]1[cH:26][c:27]([B:30]([OH:31])[OH:32])[cH:28][cH:29]1>>[c:2]1(-[c:27]2[cH:26][s:25][cH:29][cH:28]2)[cH:3][cH:4][c:5]([N:8]=[C:9]2[C:10](=[O:24])[N:11]([c:18]3[cH:19][cH:20][cH:21][cH:22][cH:23]3)[c:12]3[cH:13][cH:14][cH:15][cH:16][c:17]32)[cH:6][cH:7]1. The reactants are C[O-], CO, COc1cc(OC(F)(F)F)ccc1-c1nc(Cl)c([N+](=O)[O-])cc1C, [Na+]. Product: COc1cc(OC(F)(F)F)ccc1-c1nc(OC)c([N+](=O)[O-])cc1C. As a reaction SMILES: [CH3:1][O-:2].[CH3:28][OH:29].[Cl:4][c:5]1[n:6][c:7](-[c:15]2[c:16]([O:26][CH3:27])[cH:17][c:18]([O:21][C:22]([F:23])([F:24])[F:25])[cH:19][cH:20]2)[c:8]([CH3:14])[cH:9][c:10]1[N+:11](=[O:12])[O-:13].[Na+:3]>>[CH3:1][O:2][c:5]1[n:6][c:7](-[c:15]2[c:16]([O:26][CH3:27])[cH:17][c:18]([O:21][C:22]([F:23])([F:24])[F:25])[cH:19][cH:20]2)[c:8]([CH3:14])[cH:9][c:10]1[N+:11](=[O:12])[O-:13]. Starting materials: OC(C[C@@]1(CCN(C(O1)=O)[C@@H](C)C1=CC=C(C=C1)B1OC(C(O1)(C)C)(C)C)C1=CC=CC=C1)(C)C ((S)-6-(2-hydroxy-2-methylpropyl)-6-phenyl-3-{(S)-1-[4-(4,4,5,5-tetramethyl-1,3,2-dioxaborolan-2-yl)phenyl]ethyl}-1,3-oxazinan-2-one), BrC1=NC(=NC=C1)N1CCOCC1 (4-(4-bromopyrimidin-2-yl)morpholine). The product is OC(C[C@@]1(CCN(C(O1)=O)[C@@H](C)C1=CC=C(C=C1)C1=NC(=NC=C1)N1CCOCC1)C1=CC=CC=C1)(C)C ((S)-6-(2-hydroxy-2-methylpropyl)-3-{(S)-1-[4-(2-morpholinopyrimidin-4-yl)phenyl]ethyl}-6-phenyl-1,3-oxazinan-2-one). As a reaction SMILES: [OH:1][C:2]([CH3:35])([CH3:34])[CH2:3][C@@:4]1([C:28]2[CH:33]=[CH:32][CH:31]=[CH:30][CH:29]=2)[O:9][C:8](=[O:10])[N:7]([C@H:11]([C:13]2[CH:18]=[CH:17][C:16](B3OC(C)(C)C(C)(C)O3)=[CH:15][CH:14]=2)[CH3:12])[CH2:6][CH2:5]1.Br[C:37]1[CH:42]=[CH:41][N:40]=[C:39]([N:43]2[CH2:48][CH2:47][O:46][CH2:45][CH2:44]2)[N:38]=1>>[OH:1][C:2]([CH3:35])([CH3:34])[CH2:3][C@@:4]1([C:28]2[CH:33]=[CH:32][CH:31]=[CH:30][CH:29]=2)[O:9][C:8](=[O:10])[N:7]([C@H:11]([C:13]2[CH:14]=[CH:15][C:16]([C:41]3[CH:42]=[CH:37][N:38]=[C:39]([N:43]4[CH2:48][CH2:47][O:46][CH2:45][CH2:44]4)[N:40]=3)=[CH:17][CH:18]=2)[CH3:12])[CH2:6][CH2:5]1. Procedure: The title compound was prepared from (S)-6-(2-hydroxy-2-methylpropyl)-6-phenyl-3-{(S)-1-[4-(4,4,5,5-tetramethyl-1,3,2-dioxaborolan-2-yl)phenyl]ethyl}-1,3-oxazinan-2-one and 4-(4-bromopyrimidin-2-yl)morpholine following a procedure analogous to that described in Example 35. LC (method 5): tR=1.15 min; Mass spectrum (ESI+): m/z=517 [M+H]+; 1H NMR (CD3OD) δ 0.95 (s, 3H), 1.25 (s, 3H), 1.58 (d, 3H), 2.17 (s, 2H), 2.30 (m, 1H), 2.50 (m, 2H), 3.15 (m, 1H), 3.29 (m, 4H), 3.84 (m, 4H), 5.59 (q, 1H), 7.0... Starting materials: ClC=1C=C(C(=O)CN2CCC(CC2)N2C(NC3=CC=CC=C3C2)=O)C=CC1 (1-(3-chlorobenzoylmethyl)-4-[3,4-dihydro-2(1H)-quinazolinon-3-yl]-piperidine), [BH4-].[Na+] (sodium borohydride). Run in CO (methanol). Yields the product ClC=1C=C(C=CC1)C(CN1CCC(CC1)N1C(NC2=CC=CC=C2C1)=O)O (1-[2-(3-Chlorophenyl)-2-hydroxyethyl]-4-[3,4-dihydro-2(1H)-quinazolinon-3-yl]-piperidine). Isolated yield 57.7%. Reaction SMILES: [Cl:1][C:2]1[CH:3]=[C:4]([CH:25]=[CH:26][CH:27]=1)[C:5]([CH2:7][N:8]1[CH2:13][CH2:12][CH:11]([N:14]2[CH2:23][C:22]3[C:17](=[CH:18][CH:19]=[CH:20][CH:21]=3)[NH:16][C:15]2=[O:24])[CH2:10][CH2:9]1)=[O:6].[BH4-].[Na+]>CO>[Cl:1][C:2]1[CH:3]=[C:4]([CH:5]([OH:6])[CH2:7][N:8]2[CH2:9][CH2:10][CH:11]([N:14]3[CH2:23][C:22]4[C:17](=[CH:18][CH:19]=[CH:20][CH:21]=4)[NH:16][C:15]3=[O:24])[CH2:12][CH2:13]2)[CH:25]=[CH:26][CH:27]=1 |f:1.2|. Procedure details: In this example, 1.50 g of 1-(3-chlorobenzoylmethyl)-4-[3,4-dihydro-2(1H)-quinazolinon-3-yl]-piperidine and 75 ml of methanol are mixed and stirred at room temperature. To the stirred mixture, 1.0 g of sodium borohydride is added over a period of 5 hours. Then, the mixture is stirred overnight at room temperature. The white crystals deposited are separated by filtration, successively washed with methanol and water and dried to obtain 1.21 g of a crude product. The crude product is recrystallized... The reactants are O=C1O[C@@H]([C@@H]2N1C1=C(OC2)C=C(C=C1)N1C(COCC1)=O)CCS(=O)(=O)[O-] (((3R,3 aR)-1-oxo-7-(3-oxomorpholin-4-yl)-1,3,3a,4-tetrahydrobenzo[b]oxazolo[3,4-d][1,4]oxazin-3-yl)methylmethanesulfonate), Example 1 ( d ), O([Si](C)(C)C(C)(C)C)C[C@@H]1OC(N2C3=C(OC[C@@H]21)C=C(C=C3)N3C(COCC3)=O)=O ((3R,3aR)-3-((t-butyldimethylsiloxy)methyl)-7-(3-oxomorpholin-4-yl)-3a,4-dihydrobenzo[b]oxazolo[3,4-d][1,4]oxazin-1 (3H)-one), [K].C1(C=2C(C(N1)=O)=CC=CC2)=O (phthalimide potassium). Product: O=C1O[C@H]([C@@H]2N1C1=C(OC2)C=C(C=C1)N1C(COCC1)=O)CN1C(C2=CC=CC=C2C1=O)=O (2-(((3S,3 aR)-1-oxo-7-(3-oxomorpholin-4-yl)-1,3,3a,4-tetrahydrobenzo[b]oxazolo[3,4-d][1,4]oxazin-3-yl)methyl)isoindolin-1,3-dione). The yield is 82.1%. RXN SMILES: O=C1N2C3C=CC(N4CCOCC4=O)=CC=3OC[C@@H]2[C@@H](CCS([O-])(=O)=O)O1.O([CH2:36][C@H:37]1[C@@H:45]2[N:40]([C:41]3[CH:49]=[CH:48][C:47]([N:50]4[CH2:55][CH2:54][O:53][CH2:52][C:51]4=[O:56])=[CH:46][C:42]=3[O:43][CH2:44]2)[C:39](=[O:57])[O:38]1)[Si](C(C)(C)C)(C)C.[K].[C:59]1(=[O:69])[NH:63][C:62](=[O:64])[C:61]2=[CH:65][CH:66]=[CH:67][CH:68]=[C:60]12>>[O:57]=[C:39]1[N:40]2[C:41]3[CH:49]=[CH:48][C:47]([N:50]4[CH2:55][CH2:54][O:53][CH2:52][C:51]4=[O:56])=[CH:46][C:42]=3[O:43][CH2:44][C@@H:45]2[C@H:37]([CH2:36][N:63]2[C:59](=[O:69])[C:60]3[C:61](=[CH:65][CH:66]=[CH:67][CH:68]=3)[C:62]2=[O:64])[O:38]1 |f:2.3,^1:57|. Procedure: Using compound ((3R,3 aR)-1-oxo-7-(3-oxomorpholin-4-yl)-1,3,3a,4-tetrahydrobenzo[b]oxazolo[3,4-d][1,4]oxazin-3-yl)methylmethanesulfonate (2.98 g, 7.48 mmol) prepared above in (a) and phthalimide potassium (2.08 g, 11.22 mmol) as starting materials, preparation following the method as described in Example 1 (d) afforded white solid 2.76 g, yield: 82.1%. Starting materials: BrCCCC(C(=O)OC)(C1=CC(=C(C=C1)OC)OC)C#N (Methyl 5-bromo-2-cyano-2-(3,4-dimethoxyphenyl)pentanoate), CNCCC=1C=C(C(=O)OC)C=CC1 (Methyl 3-(2-(methylamino)ethyl)benzoate). Yields the product C(#N)C(CCCN(CCC=1C=C(C(=O)OC)C=CC1)C)(C(=O)OC)C1=CC(=C(C=C1)OC)OC (Methyl 3-(2-((4-cyano-4-(3,4-dimethoxyphenyl)-5-methoxy-5-oxopentyl)(methyl)amino)ethyl)benzoate). Reaction SMILES: Br[CH2:2][CH2:3][CH2:4][C:5]([C:20]#[N:21])([C:10]1[CH:15]=[CH:14][C:13]([O:16][CH3:17])=[C:12]([O:18][CH3:19])[CH:11]=1)[C:6]([O:8][CH3:9])=[O:7].[CH3:22][NH:23][CH2:24][CH2:25][C:26]1[CH:27]=[C:28]([CH:33]=[CH:34][CH:35]=1)[C:29]([O:31][CH3:32])=[O:30]>>[C:20]([C:5]([C:10]1[CH:15]=[CH:14][C:13]([O:16][CH3:17])=[C:12]([O:18][CH3:19])[CH:11]=1)([C:6]([O:8][CH3:9])=[O:7])[CH2:4][CH2:3][CH2:2][N:23]([CH3:22])[CH2:24][CH2:25][C:26]1[CH:27]=[C:28]([CH:33]=[CH:34][CH:35]=1)[C:29]([O:31][CH3:32])=[O:30])#[N:21]. Procedure: Reaction of 1b with 2d produced 3t. MS found M+H=469. The oxalate salt of 3t was recrystallized from ethyl acetate; mp 94-95° C.